From a dataset of the Open Reaction Database (ORD), a public repository of structured organic reaction records. describe an organic reaction: reactants, conditions, products, and yield Procedure details: To a solution of N-t-butoxycarbonyl-(S)-2-amino-5-iodopentanoic acid benzyl ester(J.Org. Chem. 1998, 7875-7884)(100.8 mg, 0.23 mmol) in N,N-dimethylformamide (0.25 mL) was added piperidine (41.5 mg, 0.49 mmol) and the mixture was stirred for 3 hours at room temperature. To the reaction mixture was added chloroform (30 mL) and the mixture was washed with saturated aqueous sodium hydrogencarbonate solution (3×3 mL). The organic phase was dried over anhydrous sodium sulfate and concentrated under v... Yields the product C(C1=CC=CC=C1)OC([C@H](CCCN1CCCCC1)NC(=O)OC(C)(C)C)=O (N-t-butoxycarbonyl-(S)-2-amino-5-(1-piperidinyl)pentanoic acid benzyl ester). Solvent: CN(C=O)C (N,N-dimethylformamide). The reactants are C(C1=CC=CC=C1)OC([C@H](CCCI)NC(=O)OC(C)(C)C)=O (N-t-butoxycarbonyl-(S)-2-amino-5-iodopentanoic acid benzyl ester), N1CCCCC1 (piperidine), C(Cl)(Cl)Cl (chloroform). The yield is 93.3%. RXN SMILES: [CH2:1]([O:8][C:9](=[O:23])[C@@H:10]([NH:15][C:16]([O:18][C:19]([CH3:22])([CH3:21])[CH3:20])=[O:17])[CH2:11][CH2:12][CH2:13]I)[C:2]1[CH:7]=[CH:6][CH:5]=[CH:4][CH:3]=1.[NH:24]1[CH2:29][CH2:28][CH2:27][CH2:26][CH2:25]1.C(Cl)(Cl)Cl>CN(C)C=O>[CH2:1]([O:8][C:9](=[O:23])[C@@H:10]([NH:15][C:16]([O:18][C:19]([CH3:22])([CH3:21])[CH3:20])=[O:17])[CH2:11][CH2:12][CH2:13][N:24]1[CH2:29][CH2:28][CH2:27][CH2:26][CH2:25]1)[C:2]1[CH:7]=[CH:6][CH:5]=[CH:4][CH:3]=1. Run at time 3 hour. Reactants: BrCc1ccccc1, C=CC(=O)NCO, CC(=O)O, O, O=S(=O)(O)O. The product is C=CC(=O)NCc1ccc(CBr)cc1. Reaction SMILES: [Br:17][CH2:18][c:19]1[cH:20][cH:21][cH:22][cH:23][cH:24]1.[CH2:1]([OH:2])[NH:3][C:4]([CH:5]=[CH2:6])=[O:7].[CH3:13][C:14](=[O:15])[OH:16].[OH2:25].[S:8](=[O:9])(=[O:10])([OH:11])[OH:12]>>[CH2:1]([NH:3][C:4]([CH:5]=[CH2:6])=[O:7])[c:22]1[cH:21][cH:20][c:19]([CH2:18][Br:17])[cH:24][cH:23]1.